This data is from the Open Reaction Database (ORD), a public repository of structured organic reaction records. The task is: describe an organic reaction: reactants, conditions, products, and yield Reported procedure: To a stirring solution of 250 mg (1.17 mmol) of (5-(benzyloxy)pyridin-3-yl)methanol in 8 mL of toluene was added 310 μL (1.44 mmol) of DPPA. The mixture was cooled to 0° C. and 210 μL (1.44 mmol) of 1,8-diazabicyclo[5.4.0]-undec-7-ene] (DBU) was added. The ice bath was removed, and stirring was continued with wanning to room temperature. After about 20 h, the solution was diluted with EtOAc, and 1N HCl was added to a pH between 7 and 8. The organic layer was washed with water (2×15 mL) and brine... The reactants are C(C1=CC=CC=C1)OC=1C=C(C=NC1)CO ((5-(benzyloxy)pyridin-3-yl)methanol), C=1C=CC(=CC1)P(=O)(C=2C=CC=CC2)N=[N+]=[N-] (DPPA), N12CCCCCC2=NCCC1 (1,8-diazabicyclo[5.4.0]-undec-7-ene), C1CCC2=NCCCN2CC1 (DBU). Yield: 64.4%. Yields the product N(=[N+]=[N-])CC=1C=NC=C(C1)OCC1=CC=CC=C1 (3-(azidomethyl)-5-(benzyloxy)pyridine). RXN SMILES: [CH2:1]([O:8][C:9]1[CH:10]=[C:11]([CH2:15]O)[CH:12]=[N:13][CH:14]=1)[C:2]1[CH:7]=[CH:6][CH:5]=[CH:4][CH:3]=1.C1C=CC(P([N:31]=[N+:32]=[N-:33])(C2C=CC=CC=2)=O)=CC=1.N12CCCN=C1CCCCC2>C1(C)C=CC=CC=1>[N:31]([CH2:15][C:11]1[CH:12]=[N:13][CH:14]=[C:9]([O:8][CH2:1][C:2]2[CH:7]=[CH:6][CH:5]=[CH:4][CH:3]=2)[CH:10]=1)=[N+:32]=[N-:33]. Conditions: temperature 0 celsius, time 20 hour. Run in C1(=CC=CC=C1)C (toluene). Reactants: CCO, CS(=O)(=O)Nc1ccc2c(c1)OC(CNCCCOc1cccc([N+](=O)[O-])c1)CC2, NN. Yields the product CS(=O)(=O)Nc1ccc2c(c1)OC(CNCCCOc1cccc(N)c1)CC2. RXN SMILES: [CH3:33][CH2:34][OH:35].[N+:1]([O-:2])(=[O:3])[c:4]1[cH:5][c:6]([O:7][CH2:8][CH2:9][CH2:10][NH:11][CH2:12][CH:13]2[O:14][c:15]3[cH:16][c:17]([NH:23][S:24](=[O:25])(=[O:26])[CH3:27])[cH:18][cH:19][c:20]3[CH2:21][CH2:22]2)[cH:28][cH:29][cH:30]1.[NH2:31][NH2:32]>>[NH2:1][c:4]1[cH:5][c:6]([O:7][CH2:8][CH2:9][CH2:10][NH:11][CH2:12][CH:13]2[O:14][c:15]3[cH:16][c:17]([NH:23][S:24](=[O:25])(=[O:26])[CH3:27])[cH:18][cH:19][c:20]3[CH2:21][CH2:22]2)[cH:28][cH:29][cH:30]1.